From a dataset of the Open Reaction Database (ORD), a public repository of structured organic reaction records. describe an organic reaction: reactants, conditions, products, and yield The reactants are OC1=C(C(=O)OC)C=CC(=C1)O (methyl 2,4-dihydroxybenzoate), C([O-])([O-])=O.[K+].[K+] (potassium carbonate), C(C=C(C)CCC=C(C)CCC=C(C)C)Cl (farnesyl chloride), Cl (hydrochloric acid). Solvent: CN(C)C=O (DMF), C(C)(=O)OCC (Ethyl acetate). Reaction conditions: temperature 60 celsius, time 3 hour. Product: C\C(=C/COC1=CC(=C(C(=O)OC)C=C1)O)\CC\C=C(\CCC=C(C)C)/C (methyl 4-{(2E,6E)-3,7,11-trimethyl-2,6,10-dodecatrienyloxy}-2-hydroxybenzoate). Yield: 70.6%. As a reaction SMILES: [OH:1][C:2]1[CH:11]=[C:10]([OH:12])[CH:9]=[CH:8][C:3]=1[C:4]([O:6][CH3:7])=[O:5].C(=O)([O-])[O-].[K+].[K+].[CH2:19](Cl)[CH:20]=[C:21]([CH2:23][CH2:24][CH:25]=[C:26]([CH2:28][CH2:29][CH:30]=[C:31]([CH3:33])[CH3:32])[CH3:27])[CH3:22].Cl>C(OCC)(=O)C.CN(C=O)C>[CH3:22]/[C:21](/[CH2:23][CH2:24]/[CH:25]=[C:26](\[CH3:27])/[CH2:28][CH2:29][CH:30]=[C:31]([CH3:33])[CH3:32])=[CH:20]\[CH2:19][O:12][C:10]1[CH:9]=[CH:8][C:3]([C:4]([O:6][CH3:7])=[O:5])=[C:2]([OH:1])[CH:11]=1 |f:1.2.3|. Reported procedure: In 10 m of DMF were poured 1.28 g (7.6 mmol) of methyl 2,4-dihydroxybenzoate and 1.05 g (7.6 mmol) of potassium carbonate, and 1.84 g (7.6 mmol) of farnesyl chloride was added thereto dropwise at room temperature. After the addition, the mixture was stirred at 60° C. for 3 hours and then poured into a 12% hydrochloric acid aqueous solution. Ethyl acetate was poured thereinto to conduct extraction. The resulting extract was washed with water and a saturated sodium chloride aqueous solution, dried... Reactants: Cl.ClCC=1N=CSC1 (4-chloromethyl thiazole hydrochloride), CSC1=CC=C(C=C1)O (4-methylsulfanyl-phenol), C(=O)([O-])[O-].[K+].[K+] (K2CO3). Solvent: CC(=O)C (acetone). Yields the product CSC1=CC=C(OCC=2N=CSC2)C=C1 (4-(4-Methylsulfanyl-phenoxymethyl)-thiazole). As a reaction SMILES: Cl.Cl[CH2:3][C:4]1[N:5]=[CH:6][S:7][CH:8]=1.[CH3:9][S:10][C:11]1[CH:16]=[CH:15][C:14]([OH:17])=[CH:13][CH:12]=1.C([O-])([O-])=O.[K+].[K+]>CC(C)=O>[CH3:9][S:10][C:11]1[CH:16]=[CH:15][C:14]([O:17][CH2:3][C:4]2[N:5]=[CH:6][S:7][CH:8]=2)=[CH:13][CH:12]=1 |f:0.1,3.4.5|. Procedure details: A mixture of 4-chloromethyl thiazole hydrochloride (3.0 g, 17.6 mmol), 4-methylsulfanyl-phenol (2.5 g, 1 eq.) and K2CO3 (6.1 g, 2.5 eq.) in acetone (60 mL) was heated to reflux for 48 hours. After cooling, the solid was filtered off. The filtrate was evaporated to dryness in vacuo. The crude product was redissolved in diethyl ether. The solution was washed twice with 2N NaOH solution and then with H2O. After being dried over Na2SO4, removal of the solvent afforded the desired product as an off-w... The reactants are NC1=NC(=CC(=N1)OC)CSC1=NC=CC=C1 (2-amino-4-methoxy-6-(pyridin-2-ylthiomethyl)-pyrimidine), COC(=O)C1=C(C=CC=C1)S(=O)(=O)N=C=O (2-methoxycarbonylphenylsulfonylisocyanate), O1CCOCC1 (dioxane). Run in C(C)#N (acetonitrile). Yields the product COC(=O)C1=C(C=CC=C1)S(=O)(=O)NC(=O)NC1=NC(=CC(=N1)OC)CSC1=NC=CC=C1 (N-(2-Methoxycarbonylphenyl-sulfonyl)-N'-[4-methoxy-6-(pyridin-2-ylthiomethyl)-pyrimidin-2-yl]-urea). RXN SMILES: [NH2:1][C:2]1[N:7]=[C:6]([O:8][CH3:9])[CH:5]=[C:4]([CH2:10][S:11][C:12]2[CH:17]=[CH:16][CH:15]=[CH:14][N:13]=2)[N:3]=1.[CH3:18][O:19][C:20]([C:22]1[CH:27]=[CH:26][CH:25]=[CH:24][C:23]=1[S:28]([N:31]=[C:32]=[O:33])(=[O:30])=[O:29])=[O:21].O1CCOCC1>C(#N)C>[CH3:18][O:19][C:20]([C:22]1[CH:27]=[CH:26][CH:25]=[CH:24][C:23]=1[S:28]([NH:31][C:32]([NH:1][C:2]1[N:7]=[C:6]([O:8][CH3:9])[CH:5]=[C:4]([CH2:10][S:11][C:12]2[CH:17]=[CH:16][CH:15]=[CH:14][N:13]=2)[N:3]=1)=[O:33])(=[O:29])=[O:30])=[O:21]. Procedure details: 7.0 g of 2-amino-4-methoxy-6-(pyridin-2-ylthiomethyl)-pyrimidine and 6.8 g of 2-methoxycarbonylphenylsulfonylisocyanate are stirred in 50 ml of abs. acetonitrile for 2 hours at 20°-25° C. The turbid solution is filtered, and the solvent evaporated off in vacuo. The residue is crystallised from dioxane to thus obtain 5.5 g (37% of theory) of N-(2-methoxycarbonylphenyl-sulfonyl)-N'-[4-methoxy-6-(pyridin-2-ylthiomethyl)-pyrimidin-2-yl]-urea, which crystallises with 0.5 mol of dioxane, m.p. 175°-181... The reactants are C1CCOC1, Oc1ccc(Cl)cc1, c1ccc(P(c2ccccc2)c2ccccc2)cc1, CC(O)c1ccnc2ncnn12. The product is CC(Oc1ccc(Cl)cc1)c1ccnc2ncnn12. Reaction SMILES: [O:40]1[CH2:41][CH2:42][CH2:43][CH2:44]1.[OH:32][c:33]1[cH:34][cH:35][c:36]([Cl:37])[cH:38][cH:39]1.[c:13]1([P:14]([c:15]2[cH:16][cH:17][cH:18][cH:19][cH:20]2)[c:21]2[cH:22][cH:23][cH:24][cH:25][cH:26]2)[cH:27][cH:28][cH:29][cH:30][cH:31]1.[n:1]1[cH:2][n:3][c:4]2[n:5]1[c:6]([CH:10]([CH3:11])[OH:12])[cH:7][cH:8][n:9]2>>[n:1]1[cH:2][n:3][c:4]2[n:5]1[c:6]([CH:10]([CH3:11])[O:12][c:33]1[cH:34][cH:35][c:36]([Cl:37])[cH:38][cH:39]1)[cH:7][cH:8][n:9]2. Reactants: ClCCCCCN1N=NC2=C1C=CC=C2 (1-(5-chloropentyl)-1H-benzotriazole), FC(C=1C=C(C=CC1)N1CCNCC1)(F)F (3-trifluoro methylphenylpiperazine), C(C)(C)N(CC)C(C)C (diisopropylethylamine), [I-].[K+] (potassium iodide). Solvent: C(C)#N (acetonitrile). The product is FC(C=1C=C(C=CC1)N1CCN(CC1)CCCCCN1N=NC2=C1C=CC=C2)(F)F (1-(5-(4-(3-trifluoromethylphenyl)piperazine-1-yl)pentyl)-1H-benzotriazole). Yield: 61.5%. RXN SMILES: Cl[CH2:2][CH2:3][CH2:4][CH2:5][CH2:6][N:7]1[C:11]2[CH:12]=[CH:13][CH:14]=[CH:15][C:10]=2[N:9]=[N:8]1.[F:16][C:17]([F:31])([F:30])[C:18]1[CH:19]=[C:20]([N:24]2[CH2:29][CH2:28][NH:27][CH2:26][CH2:25]2)[CH:21]=[CH:22][CH:23]=1.C(N(C(C)C)CC)(C)C.[I-].[K+]>C(#N)C>[F:31][C:17]([F:16])([F:30])[C:18]1[CH:19]=[C:20]([N:24]2[CH2:29][CH2:28][N:27]([CH2:2][CH2:3][CH2:4][CH2:5][CH2:6][N:7]3[C:11]4[CH:12]=[CH:13][CH:14]=[CH:15][C:10]=4[N:9]=[N:8]3)[CH2:26][CH2:25]2)[CH:21]=[CH:22][CH:23]=1 |f:3.4|. Procedure details: 1-(5-chloropentyl)-1H-benzotriazole (8.0 g, 0.036 mol) was dissolved into 100 ml of acetonitrile, 3-trifluoro methylphenylpiperazine (6.9 g, 0.03 mol), diisopropylethylamine (15.5 g, 0.12 mol) and potassium iodide (5.0 g, 0.03 mol) were respectively added. The mixture was stirred and mixed, then heated and refluxed to react for 15 hours. The mixture was cooled down to ambient temperature and filtered. The filtrate was concentrated to produce oily products, and treated by chromatography with neut... The reactants are C(=O)([O-])C(O)C(O)C(=O)[O-].[Na+].[K+] (potassium sodium tartrate), CO (methanol), C(C)OC([C@H](CC1CCCCC1)NC(=O)OCC1=CC=CC=C1)=O (2(S)-benzyloxycarbonylamino-3-cyclohexyl-propionic acid ethyl ester), [H-].C(C(C)C)[Al+]CC(C)C (diisobutylaluminium hydride), C(=O)([O-])C(O)C(O)C(=O)[O-].[Na+].[K+] (potassium sodium tartrate). The solvent is C1(=CC=CC=C1)C (toluene). Run at time 20 minute. The product is C(C1=CC=CC=C1)OC(=O)N[C@H](C=O)CC1CCCCC1 (2(S)-benzyloxycarbonylamino-3-cyclohexyl-propanal), ( I ). Reaction SMILES: C([O:3][C:4](=O)[C@@H:5]([NH:13][C:14]([O:16][CH2:17][C:18]1[CH:23]=[CH:22][CH:21]=[CH:20][CH:19]=1)=[O:15])[CH2:6][CH:7]1[CH2:12][CH2:11][CH2:10][CH2:9][CH2:8]1)C.[H-].C([Al+]CC(C)C)C(C)C.CO.C(C(C(C([O-])=O)O)O)([O-])=O.[Na+].[K+]>C1(C)C=CC=CC=1>[CH2:17]([O:16][C:14]([NH:13][C@@H:5]([CH2:6][CH:7]1[CH2:12][CH2:11][CH2:10][CH2:9][CH2:8]1)[CH:4]=[O:3])=[O:15])[C:18]1[CH:23]=[CH:22][CH:21]=[CH:20][CH:19]=1 |f:1.2,4.5.6|. Reported procedure: 116.1 g of 2(S)-benzyloxycarbonylamino-3-cyclohexyl-propionic acid ethyl ester are placed in 2.2 liters of toluene and cooled to -65°. 836 ml of diisobutylaluminium hydride are added dropwise at -65° within 30 minutes and the mixture is then stirred for 20 minutes. Then 84.2 ml of methanol are added dropwise within 10 minutes at -65° and subsequently 825 ml of aqueous potassium sodium tartrate solution without cooling. The reaction mixture is discharged onto 3 liters of potassium sodium tartrate... The reactants are CCO, CN1CC(CCCl)Cc2ncccc2C1=O, Fc1ccc(C(c2ccc(F)cc2)C2CCNCC2)cc1. Yields the product Cl, CN1CC(CCN2CCC(C(c3ccc(F)cc3)c3ccc(F)cc3)CC2)Cc2ncccc2C1=O. RXN SMILES: [CH3:38][CH2:39][OH:40].[Cl:22][CH2:23][CH2:24][CH:25]1[CH2:26][c:27]2[c:28]([cH:34][cH:35][cH:36][n:37]2)[C:29](=[O:33])[N:30]([CH3:32])[CH2:31]1.[F:1][c:2]1[cH:3][cH:4][c:5]([CH:8]([CH:9]2[CH2:10][CH2:11][NH:12][CH2:13][CH2:14]2)[c:15]2[cH:16][cH:17][c:18]([F:21])[cH:19][cH:20]2)[cH:6][cH:7]1>>[ClH:22].[F:1][c:2]1[cH:3][cH:4][c:5]([CH:8]([CH:9]2[CH2:10][CH2:11][N:12]([CH2:23][CH2:24][CH:25]3[CH2:26][c:27]4[c:28]([cH:34][cH:35][cH:36][n:37]4)[C:29](=[O:33])[N:30]([CH3:32])[CH2:31]3)[CH2:13][CH2:14]2)[c:15]2[cH:16][cH:17][c:18]([F:21])[cH:19][cH:20]2)[cH:6][cH:7]1. Reactants: C(C1=CC=CC=C1)OC1=C(C=O)C=C(C(=C1)OC)OC (2-(benzyloxy)-4,5-dimethoxybenzaldehyde). Reagents/catalysts: [Pd] (palladium on charcoal). The solvent is C(C)(=O)OCC (ethyl acetate). Reaction conditions: time 15 hour. Product: OC1=C(C=O)C=C(C(=C1)OC)OC (2-Hydroxy-4,5-dimethoxybenzaldehyde). Isolated yield 97.4%. Reaction SMILES: C([O:8][C:9]1[CH:16]=[C:15]([O:17][CH3:18])[C:14]([O:19][CH3:20])=[CH:13][C:10]=1[CH:11]=[O:12])C1C=CC=CC=1>C(OCC)(=O)C.[Pd]>[OH:8][C:9]1[CH:16]=[C:15]([O:17][CH3:18])[C:14]([O:19][CH3:20])=[CH:13][C:10]=1[CH:11]=[O:12]. Procedure details: To a stirred solution of 2-(benzyloxy)-4,5-dimethoxybenzaldehyde (246, 5.05 g, 18.6 mmol) in ethyl acetate (100 mL) was added 10% palladium on charcoal (250 mg). The flask was purged with hydrogen and then the reaction mixture was stirred under a hydrogen atmosphere (1 atm) for 15 hours, filtered through a celite pad, the filtrate was evaporated under reduced pressure, and the resulting solid dried under vacuum to afford 243b as a white solid (3.3 g, 98% yield). 1H NMR: (DMSO) δ 11.39 (s, 1H), 9... The reactants are NCCSCC=1SC=CN1 ([(2-aminoethyl)thiomethyl]thiazole), dihydrobromide, C(#N)NC(SC)=NC (N-cyano-N',S-dimethylisothiourea). Yields the product C(#N)NC(=NCCSCC=1SC=CN1)NC (N-cyano-N'-methyl-N"-[2-(2-thiazolylmethylthio)ethyl]guanidine). As a reaction SMILES: [NH2:1][CH2:2][CH2:3][S:4][CH2:5][C:6]1[S:7][CH:8]=[CH:9][N:10]=1.[C:11]([NH:13][C:14](=[N:17][CH3:18])SC)#[N:12]>>[C:11]([NH:13][C:14]([NH:17][CH3:18])=[N:1][CH2:2][CH2:3][S:4][CH2:5][C:6]1[S:7][CH:8]=[CH:9][N:10]=1)#[N:12]. Reported procedure: Reaction of [(2-aminoethyl)thiomethyl]thiazole (from the dihydrobromide 20.2 g.) with N-cyano-N',S-dimethylisothiourea (7.75 g.) by a procedure similar to that described in Example 3(a) afforded N-cyano-N'-methyl-N"-[2-(2-thiazolylmethylthio)ethyl]guanidine, m.p. 120°-122.5°, following chromatography on silica gel with acetonitrile as eluant, and recrystallisation from isopropyl alcohol. (Found: C, 42.3; H, 5.1; N, 27.2; S, 25.3. C9H13N5S2 requires: C, 42.3; H, 5.1; N, 27.4; S, 25.1). Reactants: Cl (hydrochloric acid), O.[OH-].[Li+] (Lithium hydroxide monohydrate), NC1=C(C(=NC(=C1Cl)OCC)C(=O)OC)Cl (methyl 4-amino-3,5-dichloro-6-ethoxy-2-pyridinecarboxylate), O (water). The solvent is C(C)O (ethanol). Conditions: time 2 hour. Product: NC1=C(C(=NC(=C1Cl)OCC)C(=O)O)Cl (4-amino-3,5-dichloro-6-ethoxy-2-pyridinecarboxylic Acid). Isolated yield 67.5%. As a reaction SMILES: O.[OH-].[Li+].[NH2:4][C:5]1[C:10]([Cl:11])=[C:9]([O:12][CH2:13][CH3:14])[N:8]=[C:7]([C:15]([O:17]C)=[O:16])[C:6]=1[Cl:19].O.Cl>C(O)C>[NH2:4][C:5]1[C:10]([Cl:11])=[C:9]([O:12][CH2:13][CH3:14])[N:8]=[C:7]([C:15]([OH:17])=[O:16])[C:6]=1[Cl:19] |f:0.1.2|. Procedure: Lithium hydroxide monohydrate (0.027 g) was added to a room temperature solution of the compound prepared in Example 2 (0.172 g) in ethanol (0.5 mL)-water (0.3 mL). The mixture was stirred for two hours and then brought to pH 3 via the addition of 1 N hydrochloric acid. The precipitated solids were collected by filtration to obtain the title compound (0.110 g) having the following physical data.